Dataset: the Open Reaction Database (ORD), a public repository of structured organic reaction records. Task: describe an organic reaction: reactants, conditions, products, and yield Starting materials: C(Cl)(Cl)Cl (chloroform), C[C@@H](C1CCC[C@@H](O1)O[C@@H]2[C@H]([C@@H]([C@@H]([C@H]([C@H]2O)N(C)C(=O)CN)OC)O)N)N (Fortimicin), C(C)O (ethanol), N (ammonia). Solvent: CC(=O)C (acetone). Product: C[C@@H](C1=CC[C@H]([C@H](O1)O[C@@H]2[C@H]([C@@H]([C@@H]([C@H]([C@H]2O)NC)OC)O)N)N)N (Fortimicin KG). RXN SMILES: C(Cl)(Cl)Cl.C(O)C.[NH3:8].[CH3:9][C@H:10]([NH2:35])[CH:11]1[O:16][C@@H:15]([O:17][C@H:18]2[C@H:23]([OH:24])[C@H:22]([N:25](C(CN)=O)[CH3:26])[C@@H:21]([O:31][CH3:32])[C@@H:20]([OH:33])[C@@H:19]2[NH2:34])[CH2:14][CH2:13][CH2:12]1>CC(C)=O>[CH3:9][C@H:10]([NH2:35])[C:11]1[O:16][C@H:15]([O:17][C@H:18]2[C@H:23]([OH:24])[C@H:22]([NH:25][CH3:26])[C@@H:21]([O:31][CH3:32])[C@@H:20]([OH:33])[C@@H:19]2[NH2:34])[C@H:14]([NH2:8])[CH2:13][CH:12]=1. Reported procedure: The crude powders are then subjected to silica gel column chromatography using a mixed solvent of chloroform, ethanol, aqueous ammonia and acetone (2:2:1:2, by volume) as a developer. The crude powder containing Fortimicin factors B, KE and KG is suspended in the solvent and introduced into the column. Development is carried out with the same solvent at a flow rate of about 30 ml/hour. First, Fortimicin B and Fortimicin KE are eluted and then Fortimicin KG is eluted. The active fractions contain...